Dataset: the Open Reaction Database (ORD), a public repository of structured organic reaction records. Task: describe an organic reaction: reactants, conditions, products, and yield As a reaction SMILES: [Cl:1][S:2](=[O:3])(=[O:4])[OH:5].[F:6][c:7]1[cH:8][c:9]2[c:14]([cH:15][cH:16]1)[N:13]([CH:17]([C:18](=[O:19])[N:20]1[CH2:21][CH2:22][N:23]([c:26]3[cH:27][cH:28][cH:29][cH:30][cH:31]3)[CH2:24][CH2:25]1)[CH3:32])[CH2:12][CH2:11][CH2:10]2>>[Cl:1][S:2](=[O:3])(=[O:5])[c:29]1[cH:28][cH:27][c:26]([N:23]2[CH2:22][CH2:21][N:20]([C:18]([CH:17]([N:13]3[CH2:12][CH2:11][CH2:10][c:9]4[cH:8][c:7]([F:6])[cH:16][cH:15][c:14]43)[CH3:32])=[O:19])[CH2:25][CH2:24]2)[cH:31][cH:30]1. The product is CC(C(=O)N1CCN(c2ccc(S(=O)(=O)Cl)cc2)CC1)N1CCCc2cc(F)ccc21. Starting materials: O=S(=O)(O)Cl, CC(C(=O)N1CCN(c2ccccc2)CC1)N1CCCc2cc(F)ccc21.